From a dataset of the Open Reaction Database (ORD), a public repository of structured organic reaction records. describe an organic reaction: reactants, conditions, products, and yield The reactants are Clc1ncc(Br)c(OC2CCOC2)n1, CC1CCCC(C)C1N, Cl. The product is CC1CCCC(C)C1Nc1ncc(Br)c(OC2CCOC2)n1. Reaction SMILES: [Br:1][c:2]1[c:3]([O:9][CH:10]2[CH2:11][O:12][CH2:13][CH2:14]2)[n:4][c:5]([Cl:8])[n:6][cH:7]1.[CH3:15][CH:16]1[CH:17]([NH2:23])[CH:18]([CH3:22])[CH2:19][CH2:20][CH2:21]1.[ClH:24]>>[Br:1][c:2]1[c:3]([O:9][CH:10]2[CH2:11][O:12][CH2:13][CH2:14]2)[n:4][c:5]([NH:23][CH:17]2[CH:16]([CH3:15])[CH2:21][CH2:20][CH2:19][CH:18]2[CH3:22])[n:6][cH:7]1. Starting materials: C(C)(C)(C)C1=CC(=C(C=N1)C=1N([C@]([C@](N1)(C)C1=CC=C(C=C1)Cl)(C)C1=CC=C(C=C1)Cl)C(=O)N1CCC(CC1)CC(=O)O)OCC ({1-[(4S,5R)-2-(6-tert-butyl-4-ethoxy-pyridin-3-yl)-4,5-bis-(4-chloro-phenyl)-4,5-dimethyl-4,5-dihydro-imidazole-1-carbonyl]-piperidin-4-yl}-acetic acid), N[C@H](C)CCCC ((R)-(+)-2-aminohexane). The product is C(C)(C)(C)C1=CC(=C(C=N1)C=1N([C@]([C@](N1)(C)C1=CC=C(C=C1)Cl)(C)C1=CC=C(C=C1)Cl)C(=O)N1CCC(CC1)CC(=O)N[C@H](CCCC)C)OCC (2-{1-[(4S,5R)-2-(6-tert-Butyl-4-ethoxy-pyridin-3-yl)-4,5-bis-(4-chloro-phenyl)-4,5-dimethyl-4,5-dihydro-imidazole-1-carbonyl]-piperidin-4-yl}-N-((S)-1-methyl-pentyl)-acetamide). As a reaction SMILES: [C:1]([C:5]1[N:10]=[CH:9][C:8]([C:11]2[N:12]([C:32]([N:34]3[CH2:39][CH2:38][CH:37]([CH2:40][C:41]([OH:43])=O)[CH2:36][CH2:35]3)=[O:33])[C@@:13]([C:25]3[CH:30]=[CH:29][C:28]([Cl:31])=[CH:27][CH:26]=3)([CH3:24])[C@@:14]([C:17]3[CH:22]=[CH:21][C:20]([Cl:23])=[CH:19][CH:18]=3)([CH3:16])[N:15]=2)=[C:7]([O:44][CH2:45][CH3:46])[CH:6]=1)([CH3:4])([CH3:3])[CH3:2].[NH2:47][C@@H:48]([CH2:50][CH2:51][CH2:52][CH3:53])[CH3:49]>>[C:1]([C:5]1[N:10]=[CH:9][C:8]([C:11]2[N:12]([C:32]([N:34]3[CH2:39][CH2:38][CH:37]([CH2:40][C:41]([NH:47][C@@H:48]([CH3:49])[CH2:50][CH2:51][CH2:52][CH3:53])=[O:43])[CH2:36][CH2:35]3)=[O:33])[C@@:13]([C:25]3[CH:30]=[CH:29][C:28]([Cl:31])=[CH:27][CH:26]=3)([CH3:24])[C@@:14]([C:17]3[CH:22]=[CH:21][C:20]([Cl:23])=[CH:19][CH:18]=3)([CH3:16])[N:15]=2)=[C:7]([O:44][CH2:45][CH3:46])[CH:6]=1)([CH3:2])([CH3:3])[CH3:4]. Reported procedure: In a manner analogous to the method described in example 163, {1-[(4S,5R)-2-(6-tert-butyl-4-ethoxy-pyridin-3-yl)-4,5-bis-(4-chloro-phenyl)-4,5-dimethyl-4,5-dihydro-imidazole-1-carbonyl]-piperidin-4-yl}-acetic acid was reacted with (R)-(+)-2-aminohexane (Alfa) to give the title product. LC-MS (ES+) 748 [(M+H)+]. Reactants: [Br-], [Li]CCCC, C[P+](c1ccccc1)(c1ccccc1)c1ccccc1, Cc1ccccc1, [Cl-], COc1ccc(F)c(C=O)c1O, [NH4+]. As a reaction SMILES: [Br-:20].[CH2:1]([Li:2])[CH2:3][CH2:4][CH3:5].[CH3:21][P+:22]([c:23]1[cH:24][cH:25][cH:26][cH:27][cH:28]1)([c:29]1[cH:30][cH:31][cH:32][cH:33][cH:34]1)[c:35]1[cH:36][cH:37][cH:38][cH:39][cH:40]1.[CH3:41][c:42]1[cH:43][cH:44][cH:45][cH:46][cH:47]1.[Cl-:18].[F:6][c:7]1[cH:8][cH:9][c:10]([O:16][CH3:17])[c:11]([OH:15])[c:12]1[CH:13]=[O:14].[NH4+:19]>>[CH2:1]=[CH:13][c:12]1[c:7]([F:6])[cH:8][cH:9][c:10]([O:16][CH3:17])[c:11]1[OH:15]. The product is C=Cc1c(F)ccc(OC)c1O. Starting materials: C(C)(=O)OC(C)=O (acetic anhydride), [N+](=O)(O)[O-] (HNO3), C1=CC=CC1 (cyclopentadiene). Conditions: temperature 25 celsius. Product: C(C)(=O)OC1C=CC(C1)[N+](=O)[O-] (1-acetoxy-4-nitro-2-cyclopentene). RXN SMILES: [C:1]([O:4][C:5](=[O:7])[CH3:6])(=O)[CH3:2].[N+:8]([O-:11])(O)=[O:9].[CH:12]1[CH2:16]C=C[CH:13]=1>>[C:5]([O:4][CH:1]1[CH2:16][CH:12]([N+:8]([O-:11])=[O:9])[CH:13]=[CH:2]1)(=[O:7])[CH3:6]. Procedure details: To 0.6 Mol of acetic anhydride were added at 25° C. 0.163 Mol 90% HNO3 over 45 minutes. The mixture was stirred for an additional 20 minutes before 0.1 Mol cyclopentadiene was added over a 1 hour period, maintaining the temperature at 25° C. The reaction mixture was stirred for an additional hour before it was poured onto ice water and extracted with methylene chloride. An oily residue (120% weight yield) was obtained. An aliquot was purified via Kugelrohr distillation removing first acetic acid...